Task: describe an organic reaction: reactants, conditions, products, and yield. Dataset: the Open Reaction Database (ORD), a public repository of structured organic reaction records Procedure details: To a 1 L round-bottom flask was added 2-bromopyridine (13.80 mL, 142 mmol), dibenzo[b,d]furan-4-ylboronic acid (25 g, 118 mmol), dicyclohexyl(2′,6′-dimethoxy-[1,1′-biphenyl]-2-yl)phosphine (1.936 g, 4.72 mmol) and potassium phosphate tribasic monohydrate (81 g, 354 mmol) with toluene (350 mL) and water (35 mL). The reaction mixture was degassed with N2 for 20 minutes. Pd2(dba)3 (2.16 g, 2.35 mmol) was added and the reaction mixture was refluxed for 18 h. Completion of the reaction was confirmed ... Product: N1=C(C=CC=C1)C1=CC=CC2=C1OC1=C2C=CC=C1 (4-(2-pyridyl)dibenzo[b,d]furan). The solvent is O (water). Isolated yield 62.2%. The reagents and catalysts are C=1C=CC(=CC1)/C=C/C(=O)/C=C/C2=CC=CC=C2.C=1C=CC(=CC1)/C=C/C(=O)/C=C/C2=CC=CC=C2.C=1C=CC(=CC1)/C=C/C(=O)/C=C/C2=CC=CC=C2.[Pd].[Pd] (Pd2(dba)3), C1(CCCCC1)P(C1=C(C=CC=C1)C1=C(C=CC=C1OC)OC)C1CCCCC1 (dicyclohexyl(2′,6′-dimethoxy-[1,1′-biphenyl]-2-yl)phosphine). As a reaction SMILES: Br[C:2]1[CH:7]=[CH:6][CH:5]=[CH:4][N:3]=1.[CH:8]1[C:16]2[C:15]3[CH:17]=[CH:18][CH:19]=[CH:20][C:14]=3[O:13][C:12]=2[C:11](B(O)O)=[CH:10][CH:9]=1.O.[O-]P([O-])([O-])=O.[K+].[K+].[K+].C1(C)C=CC=CC=1>C1C=CC(/C=C/C(/C=C/C2C=CC=CC=2)=O)=CC=1.C1C=CC(/C=C/C(/C=C/C2C=CC=CC=2)=O)=CC=1.C1C=CC(/C=C/C(/C=C/C2C=CC=CC=2)=O)=CC=1.[Pd].[Pd].C1(P(C2CCCCC2)C2C=CC=CC=2C2C(OC)=CC=CC=2OC)CCCCC1.O>[N:3]1[CH:4]=[CH:5][CH:6]=[CH:7][C:2]=1[C:20]1[C:14]2[O:13][C:12]3[CH:11]=[CH:10][CH:9]=[CH:8][C:16]=3[C:15]=2[CH:17]=[CH:18][CH:19]=1 |f:2.3.4.5.6,8.9.10.11.12|. The reactants are BrC1=NC=CC=C1 (2-bromopyridine), C1=CC=C(C=2OC3=C(C21)C=CC=C3)B(O)O (dibenzo[b,d]furan-4-ylboronic acid), O.[O-]P(=O)([O-])[O-].[K+].[K+].[K+] (potassium phosphate tribasic monohydrate), C1(=CC=CC=C1)C (toluene). The reactants are COP1Oc2ccccc2-c2ccccc21, Cc1cc(C)c(C(=O)Cl)c(C)c1, CCl, Cc1ccccc1. Yields the product Cc1cc(C)c(C(=O)P2(=O)Oc3ccccc3-c3ccccc32)c(C)c1. Reaction SMILES: [CH3:13][O:14][P:15]1[O:16][c:17]2[c:18]([cH:25][cH:26][cH:27][cH:28]2)-[c:19]2[c:20]1[cH:21][cH:22][cH:23][cH:24]2.[CH3:1][c:2]1[c:3]([C:4](=[O:5])[Cl:6])[c:7]([CH3:12])[cH:8][c:9]([CH3:11])[cH:10]1.[CH3:29][Cl:30].[CH3:31][c:32]1[cH:33][cH:34][cH:35][cH:36][cH:37]1>>[CH3:1][c:2]1[c:3]([C:4](=[O:5])[P:15]2(=[O:14])[O:16][c:17]3[c:18]([cH:25][cH:26][cH:27][cH:28]3)-[c:19]3[c:20]2[cH:21][cH:22][cH:23][cH:24]3)[c:7]([CH3:12])[cH:8][c:9]([CH3:11])[cH:10]1. Starting materials: ice water, C[C@H](CCC(=C(C)C)C)[C@H]1CC[C@@]2([C@@]1(CC[C@]34[C@H]2CC[C@@H]5[C@]3(C4)CC[C@@H](C5(C)C)O)C)C (Cyclobranol), [N+](=O)([O-])C=1C=C(C(=O)Cl)C=CC1 (m-nitrobenzoyl chloride). The solvent is N1=CC=CC=C1 (pyridine). Reaction conditions: temperature 20 celsius. Product: C[C@H](CCC(=C(C)C)C)[C@H]1CC[C@@]2([C@@]1(CC[C@]34[C@H]2CC[C@@H]5[C@]3(C4)CC[C@@H](C5(C)C)O)C)C.[N+](=O)([O-])C=1C=C(C(=O)[O-])C=CC1 (cyclobranol m-nitrobenzoate). Yield: 165.6%. Reaction SMILES: [CH3:1][C@@H:2]([C@@H:10]1[C@@:14]2([CH3:31])[CH2:15][CH2:16][C@@:17]34[CH2:23][C@:22]53[CH2:24][CH2:25][C@H:26]([OH:30])[C:27]([CH3:29])([CH3:28])[C@@H:21]5[CH2:20][CH2:19][C@H:18]4[C@:13]2([CH3:32])[CH2:12][CH2:11]1)[CH2:3][CH2:4][C:5]([CH3:9])=[C:6]([CH3:8])[CH3:7].[N+:33]([C:36]1[CH:37]=[C:38]([CH:42]=[CH:43][CH:44]=1)[C:39](Cl)=[O:40])([O-:35])=[O:34]>N1C=CC=CC=1>[CH3:1][C@@H:2]([C@@H:10]1[C@@:14]2([CH3:31])[CH2:15][CH2:16][C@@:17]34[CH2:23][C@:22]53[CH2:24][CH2:25][C@H:26]([OH:30])[C:27]([CH3:29])([CH3:28])[C@@H:21]5[CH2:20][CH2:19][C@H:18]4[C@:13]2([CH3:32])[CH2:12][CH2:11]1)[CH2:3][CH2:4][C:5]([CH3:9])=[C:6]([CH3:7])[CH3:8].[N+:33]([C:36]1[CH:37]=[C:38]([CH:42]=[CH:43][CH:44]=1)[C:39]([O-:30])=[O:40])([O-:35])=[O:34] |f:3.4|. Procedure: Cyclobranol (18 g, 0.04 mole) dissolved in pyridine (200 ml) was stirred and cooled in a bath of ice water, and to it was added m-nitrobenzoyl chloride (9.85 g, 0.053 mole). Then the mixture was warmed to 20° C. and continued to stir for 12 hours. After the reaction is complete the mixture was evaporated under reduced pressure. Ice cold water (200 ml) was added to the residue and crystals begans to appear. The crude crystals were separated by filtration and recrystallized from acetone-water (1:1... The reactants are CN (monomethylamine), C(\C=C/C(=O)O)(=O)O.NCC(=O)NC(CC1=CC=CC=C1)(C(F)(F)F)C1=CC=CC=C1 (2-amino-N-[1,2-diphenyl-1-(trifluoromethyl)ethyl]acetamide maleate). Run in CO (methanol), CO (methanol). Reaction conditions: time 24 hour. The product is C(\C=C/C(=O)O)(=O)O.CNCC(=O)NC(CC1=CC=CC=C1)(C(F)(F)F)C1=CC=CC=C1 (2-(methylamino)-N-[1,2-diphenyl-1-(trifluoromethyl)ethyl]acetamide maleate). Yield: 46.4%. Reaction SMILES: [CH3:1][NH2:2].[C:3]([OH:10])(=[O:9])/[CH:4]=[CH:5]\[C:6]([OH:8])=[O:7].N[CH2:12][C:13]([NH:15][C:16]([C:28]1[CH:33]=[CH:32][CH:31]=[CH:30][CH:29]=1)([C:24]([F:27])([F:26])[F:25])[CH2:17][C:18]1[CH:23]=[CH:22][CH:21]=[CH:20][CH:19]=1)=[O:14]>CO>[C:3]([OH:10])(=[O:9])/[CH:4]=[CH:5]\[C:6]([OH:8])=[O:7].[CH3:1][NH:2][CH2:12][C:13]([NH:15][C:16]([C:28]1[CH:33]=[CH:32][CH:31]=[CH:30][CH:29]=1)([C:24]([F:26])([F:27])[F:25])[CH2:17][C:18]1[CH:23]=[CH:22][CH:21]=[CH:20][CH:19]=1)=[O:14] |f:1.2,4.5|. Procedure details: To a stirred solution of monomethylamine (50 ml, 1.13 mol) in 150 ml of methanol at 0° C. under nitrogen, was added 2-chloro-N-[(1,2-diphenyl-1-(trifluoromethyl)ethyl]acetamide (from Example 1) (10.2 g) followed by 100 ml of methanol to effect solution. The mixture was allowed to slowly warm to ambient temperature and stirred for 24 hours. The solvent was evaporated and the resulting semi-solid was dissolved in 150 ml of chloroform, 100 ml of water and 20 ml of 15% NaOH. The phases were separate... Starting materials: ClC=1C=C(C=CC1OC(C)C)C1=NC(=NO1)C=1C=CC=C2C(=CN(C12)C)CC=O ([7-(5-{3-chloro-4-[(1-methylethyl)oxy]phenyl}-1,2,4-oxadiazol-3-yl)-1-methyl-1H-indol-3-yl]acetaldehyde), NCCC(=O)OCC (ethyl β-alaninate), C(C)(=O)O (acetic acid), C(C)(=O)O[BH-](OC(C)=O)OC(C)=O.[Na+] (sodium triacetoxyborohydride). The solvent is C(Cl)Cl (DCM). Conditions: temperature 20 celsius, time 2 hour. Product: crude product, ClC=1C=C(C=CC1OC(C)C)C1=NC(=NO1)C=1C=CC=C2C(=CN(C12)C)CCNCCC(=O)OCC (ethyl N-{2-[7-(5-{3-chloro-4-[(1-methylethyl)oxy]phenyl}-1,2,4-oxadiazol-3-yl)-1-methyl-1H-indol-3-yl]ethyl}-β-alaninate). The yield is 96.2%. RXN SMILES: [Cl:1][C:2]1[CH:3]=[C:4]([C:12]2[O:16][N:15]=[C:14]([C:17]3[CH:18]=[CH:19][CH:20]=[C:21]4[C:25]=3[N:24]([CH3:26])[CH:23]=[C:22]4[CH2:27][CH:28]=O)[N:13]=2)[CH:5]=[CH:6][C:7]=1[O:8][CH:9]([CH3:11])[CH3:10].[NH2:30][CH2:31][CH2:32][C:33]([O:35][CH2:36][CH3:37])=[O:34].C(O)(=O)C.C(O[BH-](OC(=O)C)OC(=O)C)(=O)C.[Na+]>C(Cl)Cl>[Cl:1][C:2]1[CH:3]=[C:4]([C:12]2[O:16][N:15]=[C:14]([C:17]3[CH:18]=[CH:19][CH:20]=[C:21]4[C:25]=3[N:24]([CH3:26])[CH:23]=[C:22]4[CH2:27][CH2:28][NH:30][CH2:31][CH2:32][C:33]([O:35][CH2:36][CH3:37])=[O:34])[N:13]=2)[CH:5]=[CH:6][C:7]=1[O:8][CH:9]([CH3:10])[CH3:11] |f:3.4|. Procedure details: To a stirred solution of [7-(5-{3-chloro-4-[(1-methylethyl)oxy]phenyl}-1,2,4-oxadiazol-3-yl)-1-methyl-1H-indol-3-yl]acetaldehyde (D88) (25 mg), ethyl β-alaninate (14 mg) and acetic acid (0.1 mL) in DCM (5 mL) was added sodium triacetoxyborohydride (26 mg). The reaction was stirred at 20° C. for 2 h. The reaction mixture was partitioned between DCM (25 mL) and water (25 mL). The organic phase was washed with brine (25 mL), and evaporated to afford the crude product ethyl N-{2-[7-(5-{3-chloro-4-[(... Starting materials: COCCOCCl (methoxyethoxymethyl chloride), CC1=NOC(=C1C)NS(=O)(=O)C=1SC(=CC1)Br (N-(3,4-dimethyl-5-isoxazolyl)-5-bromothiophene-2-sulfonamide), [H-].[Na+] (sodium hydride), oil. Run in C1CCOC1 (THF), C1CCOC1 (THF). Reaction conditions: temperature 0 celsius, time 8 hour. The product is COCCOCN(S(=O)(=O)C=1SC(=CC1)Br)C1=C(C(=NO1)C)C (N-(methoxyethoxymethyl)-N-(3,4-dimethyl-5-isoxazolyl)-5-bromothiophene-2-sulfonamide). Isolated yield 56.4%. As a reaction SMILES: [CH3:1][C:2]1[C:6]([CH3:7])=[C:5]([NH:8][S:9]([C:12]2[S:13][C:14]([Br:17])=[CH:15][CH:16]=2)(=[O:11])=[O:10])[O:4][N:3]=1.[H-].[Na+].[CH3:20][O:21][CH2:22][CH2:23][O:24][CH2:25]Cl>C1COCC1>[CH3:20][O:21][CH2:22][CH2:23][O:24][CH2:25][N:8]([C:5]1[O:4][N:3]=[C:2]([CH3:1])[C:6]=1[CH3:7])[S:9]([C:12]1[S:13][C:14]([Br:17])=[CH:15][CH:16]=1)(=[O:10])=[O:11] |f:1.2|. Reported procedure: N-(3,4-dimethyl-5-isoxazolyl)-5-bromothiophene-2-sulfonamide (680 mg, 2 mmol) in dry THF (2 ml) was added to sodium hydride (121 mg of a 60% oil dispersion, 3 mmol) in dry THF (1 ml). The resulting suspension was cooled to 0° C. and methoxyethoxymethyl chloride (334 mg, 2.68 mmol) was added dropwise via syringe. The solution was warmed to room temperature, and stirring continued overnight. Evaporation of solvent left an oil that was extracted into ethyl acetate, washed with brine, dried over mag... The reactants are COCCBr, Cc1cc(F)ccc1O, [K+], [K+], O=C([O-])[O-], CN(C)C=O. Yields the product COCCOc1ccc(F)cc1C. RXN SMILES: [Br:10][CH2:11][CH2:12][O:13][CH3:14].[F:1][c:2]1[cH:3][c:4]([CH3:9])[c:5]([OH:8])[cH:6][cH:7]1.[K+:15].[K+:16].[O-:17][C:18]([O-:19])=[O:20].[O:21]=[CH:22][N:23]([CH3:24])[CH3:25]>>[F:1][c:2]1[cH:3][c:4]([CH3:9])[c:5]([O:8][CH2:11][CH2:12][O:13][CH3:14])[cH:6][cH:7]1.